From a dataset of the Open Reaction Database (ORD), a public repository of structured organic reaction records. describe an organic reaction: reactants, conditions, products, and yield Reactants: FC1=C(C=CC(=C1)F)[C@@]1(O[C@H]1C)CN1N=CN=C1 ((2R,3S)-2-(2,4-difluorophenyl)-3-methyl-2-(1H-1,2,4-triazol-1-yl)methyloxirane), LiClO4, CS(=O)(=O)N1CCNCC1 (1-methanesulfonylpiperazine). The solvent is C(C)#N (acetonitrile). The product is FC1=C(C=CC(=C1)F)[C@@](CN1N=CN=C1)([C@@H](C)N1CCN(CC1)S(=O)(=O)C)O ((2R,3R)-2-(2,4-Difluorophenyl)-3-[4-(methanesulphonyl)piperazin-1-yl]-1-(1H-1,2,4-triazol-1-yl)butan-2-ol). Isolated yield 36.4%. Reaction SMILES: [F:1][C:2]1[CH:7]=[C:6]([F:8])[CH:5]=[CH:4][C:3]=1[C@@:9]1([CH2:13][N:14]2[CH:18]=[N:17][CH:16]=[N:15]2)[C@H:11]([CH3:12])[O:10]1.[CH3:19][S:20]([N:23]1[CH2:28][CH2:27][NH:26][CH2:25][CH2:24]1)(=[O:22])=[O:21]>C(#N)C>[F:1][C:2]1[CH:7]=[C:6]([F:8])[CH:5]=[CH:4][C:3]=1[C@:9]([OH:10])([C@H:11]([N:26]1[CH2:27][CH2:28][N:23]([S:20]([CH3:19])(=[O:22])=[O:21])[CH2:24][CH2:25]1)[CH3:12])[CH2:13][N:14]1[CH:18]=[N:17][CH:16]=[N:15]1. Procedure: The epoxide IV (300 mg, 1.19 mmol) and LiClO4 (235 mg, 1.43 mmol) were dissolved in 12 mL dry acetonitrile and 1-methanesulfonylpiperazine (190 mg, 1.79 mmol) was added. The mixture was heated to reflux for 4 days, cooled and the solvent evaporated. The residue was dissolved in dichloromethane and then washed with water and brine. The solution was dried over Na2SO4 and the solvent evaporated. The crude reaction products were eluted through a silica gel column using 3% MeOH/97% EtOAc as eluent to... Reactants: solution, C(=O)C1CCC(CC1)C(=O)OC (methyl 4-formylcyclohexanecarboxylate), CC(C)([O-])C.[K+] (potassium-tert-butoxide), O (water), C1(=CC=CC=C1)C (toluene). Reagents/catalysts: [Br-].C[P+](C1=CC=CC=C1)(C1=CC=CC=C1)C1=CC=CC=C1 (methyltriphenylphosphonium bromide). Run in O1CCCC1 (THF), O1CCCC1 (tetrahydrofuran). Reaction conditions: time 1 hour. The product is C(=C)C1CCC(CC1)C(=O)OC (methyl 4-vinylcyclohexanecarboxylate). Yield: 68.7%. RXN SMILES: [CH3:1]C(C)([O-])C.[K+].[CH:7]([CH:9]1[CH2:14][CH2:13][CH:12]([C:15]([O:17][CH3:18])=[O:16])[CH2:11][CH2:10]1)=O.O.C1(C)C=CC=CC=1>[Br-].C[P+](C1C=CC=CC=1)(C1C=CC=CC=1)C1C=CC=CC=1.O1CCCC1>[CH:7]([CH:9]1[CH2:14][CH2:13][CH:12]([C:15]([O:17][CH3:18])=[O:16])[CH2:11][CH2:10]1)=[CH2:1] |f:0.1,5.6|. Procedure details: To a mixture of 25.2 g (70.5 mmol) of methyltriphenylphosphonium bromide with 125 ml of tetrahydrofuran (THF) was added 7.9 g (70.5 mmol) of potassium-tert-butoxide (t-BuOK) while being kept at a temperature lower than −20° C. and stirred at the same temperature for 1 hour. Then, 50 ml of solution of 10.0 g (58.8 mmol) of methyl 4-formylcyclohexanecarboxylate in THF was added dropwise to the reaction solution while being kept at a temperature lower than −20° C. and stirred at the same temperatur... Reactants: Cl.N[C@H]1CC[C@H](CC1)NC(=O)C1=C(NC2=C1N=CN=C2C2=C(C=CC(=C2)C)OCC2CC2)C (N-(Cis-4-aminocyclohexyl)-4-[2-(cyclopropylmethoxy)-5-methylphenyl]-6-methyl-5H-pyrrolo[3,2-d]pyrimidine-7-carboxamide hydrochloride), C(C)(=O)Cl (acetyl chloride). Yields the product C(C)(=O)N[C@H]1CC[C@H](CC1)NC(=O)C1=C(NC2=C1N=CN=C2C2=C(C=CC(=C2)C)OCC2CC2)C (N-[cis-4-(acetylamino)cyclohexyl]-4-[2-(cyclopropylmethoxy)-5-methylphenyl]-6-methyl-5H-pyrrolo[3,2-d]pyrimidine-7-carboxamide). As a reaction SMILES: Cl.[NH2:2][C@@H:3]1[CH2:8][CH2:7][C@H:6]([NH:9][C:10]([C:12]2[C:16]3[N:17]=[CH:18][N:19]=[C:20]([C:21]4[CH:26]=[C:25]([CH3:27])[CH:24]=[CH:23][C:22]=4[O:28][CH2:29][CH:30]4[CH2:32][CH2:31]4)[C:15]=3[NH:14][C:13]=2[CH3:33])=[O:11])[CH2:5][CH2:4]1.[C:34](Cl)(=[O:36])[CH3:35]>>[C:34]([NH:2][C@@H:3]1[CH2:8][CH2:7][C@H:6]([NH:9][C:10]([C:12]2[C:16]3[N:17]=[CH:18][N:19]=[C:20]([C:21]4[CH:26]=[C:25]([CH3:27])[CH:24]=[CH:23][C:22]=4[O:28][CH2:29][CH:30]4[CH2:31][CH2:32]4)[C:15]=3[NH:14][C:13]=2[CH3:33])=[O:11])[CH2:5][CH2:4]1)(=[O:36])[CH3:35] |f:0.1|. Procedure details: Starting from N-(cis-4-aminocyclohexyl)-4-[2-(cyclopropylmethoxy)-5-methylphenyl]-6-methyl-5H-pyrrolo[3,2-d]pyrimidine-7-carboxamide hydrochloride (example D.f30) and commercially available acetyl chloride the title compound is obtained as colorless solid. The product is COc1cc2c(Oc3cc4ccccc4nc3C)ccnc2cc1OCC1CO1. Starting materials: O=C([O-])[O-], CN(C)C=O, COc1cc2c(Oc3cc4ccccc4nc3C)ccnc2cc1O, ClCC1CO1, [K+], [K+], O. As a reaction SMILES: [C:31](=[O:32])([O-:33])[O-:34].[CH3:1][N:2]([CH3:3])[CH:4]=[O:5].[CH3:6][O:7][c:8]1[cH:9][c:10]2[c:11]([O:19][c:20]3[c:21]([CH3:30])[n:22][c:23]4[cH:24][cH:25][cH:26][cH:27][c:28]4[cH:29]3)[cH:12][cH:13][n:14][c:15]2[cH:16][c:17]1[OH:18].[CH:37]1([CH2:38][Cl:39])[CH2:40][O:41]1.[K+:35].[K+:36].[OH2:42]>>[CH3:6][O:7][c:8]1[cH:9][c:10]2[c:11]([O:19][c:20]3[c:21]([CH3:30])[n:22][c:23]4[cH:24][cH:25][cH:26][cH:27][c:28]4[cH:29]3)[cH:12][cH:13][n:14][c:15]2[cH:16][c:17]1[O:18][CH2:38][CH:37]1[CH2:40][O:41]1. Reactants: COC(C1=C(N=CC=C1)Cl)=O (2-chloro-nicotinic acid methyl ester), CS(=O)(=O)N1CCNCC1 (1-methanesulfonyl-piperazine), O(C1=CC=CC=C1)C1=CC=C(C=C1)CCN (2-(4-phenoxy-phenyl)-ethylamine). Yields the product CS(=O)(=O)N1CCN(CC1)C1=C(C(=O)NCCC2=CC=C(C=C2)OC2=CC=CC=C2)C=CC=N1 (2-(4-Methanesulfonyl-piperazin-1-yl)-N-[2-(4-phenoxy-phenyl)-ethyl]-nicotinamide). As a reaction SMILES: CO[C:3](=[O:11])[C:4]1[CH:9]=[CH:8][CH:7]=[N:6][C:5]=1Cl.[CH3:12][S:13]([N:16]1[CH2:21][CH2:20][NH:19][CH2:18][CH2:17]1)(=[O:15])=[O:14].[O:22]([C:29]1[CH:34]=[CH:33][C:32]([CH2:35][CH2:36][NH2:37])=[CH:31][CH:30]=1)[C:23]1[CH:28]=[CH:27][CH:26]=[CH:25][CH:24]=1>>[CH3:12][S:13]([N:16]1[CH2:21][CH2:20][N:19]([C:5]2[N:6]=[CH:7][CH:8]=[CH:9][C:4]=2[C:3]([NH:37][CH2:36][CH2:35][C:32]2[CH:33]=[CH:34][C:29]([O:22][C:23]3[CH:28]=[CH:27][CH:26]=[CH:25][CH:24]=3)=[CH:30][CH:31]=2)=[O:11])[CH2:18][CH2:17]1)(=[O:15])=[O:14]. Procedure details: The title compound was prepared in analogy to example 1, but starting from 2-chloro-nicotinic acid methyl ester and subsequently using 1-methanesulfonyl-piperazine in the first step and 2-(4-phenoxy-phenyl)-ethylamine in the third step. MS (ISP): 481.1 ((M+H)+.). Starting materials: Cl.ClCC=1C=C(OCC2=NC3=CC=CC=C3C=C2)C=CC1 (2-(3-Chloromethyl-phenoxymethyl)-quinoline hydrochloride), C(C=1C(O)=CC=CC1)(=O)OC (methyl salicylate), C([O-])(O)=O.[Na+] (sodium bicarbonate), [Cl-].[NH4+] (ammonium chloride), [H-].[Na+] (sodium hydride). Run in C(C)OCC (ethyl ether), CN(C)C=O (DMF), C(C)(=O)OCC (ethyl acetate). Run at temperature 60 celsius, time 15 minute. Product: N1=C(C=CC2=CC=CC=C12)COC=1C=C(COC2=C(C(=O)OC)C=CC=C2)C=CC1 (Methyl 2-[3-(quinolin-2-ylmethoxy)-benzyloxy]-benzoate). RXN SMILES: Cl.Cl[CH2:3][C:4]1[CH:5]=[C:6]([CH:19]=[CH:20][CH:21]=1)[O:7][CH2:8][C:9]1[CH:18]=[CH:17][C:16]2[C:11](=[CH:12][CH:13]=[CH:14][CH:15]=2)[N:10]=1.C(=O)(O)[O-].[Na+].[C:27]([O:36][CH3:37])(=[O:35])[C:28]1[C:29](=[CH:31][CH:32]=[CH:33][CH:34]=1)[OH:30].[H-].[Na+].[Cl-].[NH4+]>CN(C=O)C.C(OCC)(=O)C.C(OCC)C>[N:10]1[C:11]2[C:16](=[CH:15][CH:14]=[CH:13][CH:12]=2)[CH:17]=[CH:18][C:9]=1[CH2:8][O:7][C:6]1[CH:5]=[C:4]([CH:21]=[CH:20][CH:19]=1)[CH2:3][O:30][C:29]1[CH:31]=[CH:32][CH:33]=[CH:34][C:28]=1[C:27]([O:36][CH3:37])=[O:35] |f:0.1,2.3,5.6,7.8|. Procedure details: The free base of 2-(3-chloromethyl-phenoxymethyl)-quinoline hydrochloride (540 mg, 1.7 mmol, example 49) is prepard by partioning the material between ethyl ether and sodium bicarbonate and drying the organic phase with magnesium sulfate. This material is then dissolved with methyl salicylate (260 mg, 1.7 mmol) in DMF (10 mL) at 0° C. and sodium hydride (60%, 65 mg 1.7 mmol) is added. The reaction is brought to room temperature for 15 min. and is then heated at 60° C. for 6 h. The reaction is co...